Dataset: the Open Reaction Database (ORD), a public repository of structured organic reaction records. Task: describe an organic reaction: reactants, conditions, products, and yield Starting materials: CCOc1ccc(N)cn1, CC(C)=O, CC(C)Nc1ccc(Cl)nc1. Yields the product CCOc1ccc(NC(C)C)cn1. RXN SMILES: [CH2:12]([CH3:13])[O:14][c:15]1[n:16][cH:17][c:18]([NH2:19])[cH:20][cH:21]1.[CH3:22][C:23](=[O:24])[CH3:25].[Cl:1][c:2]1[cH:3][cH:4][c:5]([NH:8][CH:9]([CH3:10])[CH3:11])[cH:6][n:7]1>>[c:2]1([O:14][CH2:12][CH3:13])[cH:3][cH:4][c:5]([NH:8][CH:9]([CH3:10])[CH3:11])[cH:6][n:7]1. Starting materials: Cl, Cl, O=C(Cl)c1ccc(I)cc1, NC1CN2CCC1CC2, [Na+], CN(C)C=O, [OH-]. Yields the product O=C(NC1CN2CCC1CC2)c1ccc(I)cc1. As a reaction SMILES: [ClH:1].[ClH:2].[I:12][c:13]1[cH:14][cH:15][c:16]([C:17](=[O:18])[Cl:19])[cH:20][cH:21]1.[NH2:3][CH:4]1[CH2:5][N:6]2[CH2:7][CH2:8][CH:9]1[CH2:10][CH2:11]2.[Na+:23].[O:24]=[CH:25][N:26]([CH3:27])[CH3:28].[OH-:22]>>[NH:3]([CH:4]1[CH2:5][N:6]2[CH2:7][CH2:8][CH:9]1[CH2:10][CH2:11]2)[C:17]([c:16]1[cH:15][cH:14][c:13]([I:12])[cH:21][cH:20]1)=[O:18]. The reactants are C(C)(=O)OC(C)=O (acetic anhydride), N1[C@@H](CNCC1)CO ((S)-2-piperazinemethanol), C([O-])([O-])=O.[Na+].[Na+] (sodium carbonate). Solvent: O (water), O (water), C(C)N(CC)CC (triethylamine). Reaction conditions: time 1 hour. Yields the product N (ammonia), C(C)(=O)N1C[C@H](NCC1)CO ((S)-4-Acetyl-2-piperazinemethanol). Isolated yield 287.3%. As a reaction SMILES: [NH:1]1[CH2:6][CH2:5][NH:4][CH2:3][C@H:2]1[CH2:7][OH:8].[C:9](OC(=O)C)(=[O:11])[CH3:10].C(=O)([O-])[O-].[Na+].[Na+]>O.C(N(CC)CC)C>[NH3:1].[C:9]([N:4]1[CH2:5][CH2:6][NH:1][C@H:2]([CH2:7][OH:8])[CH2:3]1)(=[O:11])[CH3:10] |f:2.3.4|. Reported procedure: A solution of (S)-2-piperazinemethanol (1.25 g) in a mixture of water (12 ml) and triethylamine (3.2 ml) at ambient temperature was treated with a solution of acetic anhydride (1.25 ml; 1.32 mmol) in water (25 ml). The mixture was stirred at ambient temperature for 1 h, and anhydrous sodium carbonate (2 g) was added. The solvent was removed in vacuo. The residue was purified by flash column chromatography using dichloromethane:methanol:ammonia, 75:10:2 as eluant to give the title compound as a p... Starting materials: O (water), ClC1=NC2=CC=C(C(=C2C=C1)NC(CC1CCCCC1)=O)Cl (N-(2,6-dichloro-5-quinolinyl)-cyclohexaneacetamide), CC(C)(C)OC(CCCN)=O (4-amino-butanoic acid 1,1-dimethylethyl ester), Example 1 ( a ), C([O-])([O-])=O.[K+].[K+] (potassium carbonate). The reagents and catalysts are [Br-].C(CCC)[N+](CCCC)(CCCC)CCCC (tetrabutylammonium bromide). Run in CN1C(CCC1)=O (N-methylpyrrolidinone). Reaction conditions: temperature 130 celsius. The product is ClC=1C(=C2C=CC(=NC2=CC1)NCCCC(=O)OC(C)(C)C)NC(CC1CCCCC1)=O (4-[[6-Chloro-5-[(cyclohexylacetyl)amino]-2-quinolinyl]amino]-butanoic Acid, 1,1-dimethylethyl Ester). Yield: 73.3%. Reaction SMILES: Cl[C:2]1[CH:11]=[CH:10][C:9]2[C:4](=[CH:5][CH:6]=[C:7]([Cl:22])[C:8]=2[NH:12][C:13](=[O:21])[CH2:14][CH:15]2[CH2:20][CH2:19][CH2:18][CH2:17][CH2:16]2)[N:3]=1.C(=O)([O-])[O-].[K+].[K+].[CH3:29][C:30]([O:33][C:34](=[O:39])[CH2:35][CH2:36][CH2:37][NH2:38])([CH3:32])[CH3:31].O>[Br-].C([N+](CCCC)(CCCC)CCCC)CCC.CN1CCCC1=O>[Cl:22][C:7]1[C:8]([NH:12][C:13](=[O:21])[CH2:14][CH:15]2[CH2:20][CH2:19][CH2:18][CH2:17][CH2:16]2)=[C:9]2[C:4](=[CH:5][CH:6]=1)[N:3]=[C:2]([NH:38][CH2:37][CH2:36][CH2:35][C:34]([O:33][C:30]([CH3:32])([CH3:31])[CH3:29])=[O:39])[CH:11]=[CH:10]2 |f:1.2.3,6.7|. Procedure: To a stirred solution of N-(2,6-dichloro-5-quinolinyl)-cyclohexaneacetamide (Example 1 (a)) (200 mg), potassium carbonate (410 mg) and tetrabutylammonium bromide (2 mg) in N-methylpyrrolidinone (5 mL) was added 4-amino-butanoic acid 1,1-dimethylethyl ester (1 g). The mixture was heated at 130° C. for 72 hours after which it was cooled and poured into water. The mixture was extracted with dichloromethane (3×20 mL) and the combined extracts dried, filtered and evaporated. Purification (SiO2, ethyl... Starting materials: COC(CCBr)OC, Cl, Cc1ccc(-c2c[nH]c(=O)[nH]c2=O)c(F)n1, [K+], [K+], O=C([O-])[O-], CN(C)C=O. Product: COC(CCn1cc(-c2ccc(C)nc2F)c(=O)[nH]c1=O)OC. RXN SMILES: [Br:24][CH2:25][CH2:26][CH:27]([O:28][CH3:29])[O:30][CH3:31].[ClH:1].[F:2][c:3]1[n:4][c:5]([CH3:17])[cH:6][cH:7][c:8]1-[c:9]1[c:10](=[O:16])[nH:11][c:12](=[O:15])[nH:13][cH:14]1.[K+:18].[K+:19].[O-:20][C:21]([O-:22])=[O:23].[O:32]=[CH:33][N:34]([CH3:35])[CH3:36]>>[F:2][c:3]1[n:4][c:5]([CH3:17])[cH:6][cH:7][c:8]1-[c:9]1[c:10](=[O:16])[nH:11][c:12](=[O:15])[n:13]([CH2:25][CH2:26][CH:27]([O:28][CH3:29])[O:30][CH3:31])[cH:14]1. The reactants are O=C(Cl)Cl, CCO[Si](CCCN)(OCC)OCC, CN(C)c1ccccc1, Cc1ccccc1. Yields the product CCO[Si](CCCN=C=O)(OCC)OCC. RXN SMILES: [C:1](=[O:2])([Cl:3])[Cl:4].[CH2:5]([CH3:6])[O:7][Si:8]([CH2:9][CH2:10][CH2:11][NH2:12])([O:13][CH2:14][CH3:15])[O:16][CH2:17][CH3:18].[CH3:19][N:20]([c:21]1[cH:22][cH:23][cH:24][cH:25][cH:26]1)[CH3:27].[CH3:28][c:29]1[cH:30][cH:31][cH:32][cH:33][cH:34]1>>[C:1](=[O:2])=[N:12][CH2:11][CH2:10][CH2:9][Si:8]([O:7][CH2:5][CH3:6])([O:13][CH2:14][CH3:15])[O:16][CH2:17][CH3:18]. Starting materials: C=CC1CC1(NC(=O)C1CC2(CN1C(=O)C(NC(=O)OC(C)(C)C)C1(C)CCOCC1)C(C)(C)C21CCC1)C(=O)NS(=O)(=O)N1CCCC1, Cl, C1COCCO1. Product: C=CC1CC1(NC(=O)C1CC2(CN1C(=O)C(N)C1(C)CCOCC1)C(C)(C)C21CCC1)C(=O)NS(=O)(=O)N1CCCC1. As a reaction SMILES: [C:1]([O:2][C:3](=[O:4])[NH:7][CH:8]([C:9](=[O:10])[N:11]1[CH2:12][C:13]2([C:14]3([CH2:15][CH2:16][CH2:17]3)[C:18]2([CH3:19])[CH3:20])[CH2:21][CH:22]1[C:23]([NH:24][C:25]1([C:30](=[O:31])[NH:32][S:33](=[O:34])(=[O:35])[N:36]2[CH2:37][CH2:38][CH2:39][CH2:40]2)[CH:26]([CH:28]=[CH2:29])[CH2:27]1)=[O:41])[C:42]1([CH3:48])[CH2:43][CH2:44][O:45][CH2:46][CH2:47]1)([CH3:5])([CH3:6])[CH3:49].[ClH:50].[O:51]1[CH2:52][CH2:53][O:54][CH2:55][CH2:56]1>>[NH2:7][CH:8]([C:9](=[O:10])[N:11]1[CH2:12][C:13]2([C:14]3([CH2:15][CH2:16][CH2:17]3)[C:18]2([CH3:19])[CH3:20])[CH2:21][CH:22]1[C:23]([NH:24][C:25]1([C:30](=[O:31])[NH:32][S:33](=[O:34])(=[O:35])[N:36]2[CH2:37][CH2:38][CH2:39][CH2:40]2)[CH:26]([CH:28]=[CH2:29])[CH2:27]1)=[O:41])[C:42]1([CH3:48])[CH2:43][CH2:44][O:45][CH2:46][CH2:47]1. Starting materials: ClC=1C=C(C=CC1C(C(C(F)(F)F)(O)C=1C=C(C2=C(N(C(CO2)=O)C)C1)F)C)C1=CC(=C(C=C1)F)O (6-[2-(3-chloro-4′-fluoro-3′-hydroxy-biphenyl-4-yl)-1-hydroxy-1-trifluoromethyl-propyl]-8-fluoro-4-methyl-4H-benzo[1,4]oxazin-3-one), C(C)OC(CBr)=O (ethylbromoacetate), C([O-])([O-])=O.[Cs+].[Cs+] (cesium carbonate). Yields the product C(C)OC(COC=1C=C(C=CC1F)C1=CC(=C(C=C1)C(C(C(F)(F)F)(O)C=1C=C(C2=C(N(C(CO2)=O)C)C1)F)C)Cl)=O ({3′-Chloro-4-fluoro-4′-[3,3,3-trifluoro-2-(8-fluoro-4-methyl-3-oxo-3,4-dihydro-2H-benzo[1,4]oxazin-6-yl)-2-hydroxy-1-methyl-propyl]-biphenyl-3-yloxy}-acetic acid ethyl ester). Reaction SMILES: [Cl:1][C:2]1[CH:3]=[C:4]([C:29]2[CH:34]=[CH:33][C:32]([F:35])=[C:31]([OH:36])[CH:30]=2)[CH:5]=[CH:6][C:7]=1[CH:8]([CH3:28])[C:9]([C:15]1[CH:16]=[C:17]([F:27])[C:18]2[O:23][CH2:22][C:21](=[O:24])[N:20]([CH3:25])[C:19]=2[CH:26]=1)([OH:14])[C:10]([F:13])([F:12])[F:11].[CH2:37]([O:39][C:40](=[O:43])[CH2:41]Br)[CH3:38].C(=O)([O-])[O-].[Cs+].[Cs+]>>[CH2:37]([O:39][C:40](=[O:43])[CH2:41][O:36][C:31]1[CH:30]=[C:29]([C:4]2[CH:5]=[CH:6][C:7]([CH:8]([CH3:28])[C:9]([C:15]3[CH:16]=[C:17]([F:27])[C:18]4[O:23][CH2:22][C:21](=[O:24])[N:20]([CH3:25])[C:19]=4[CH:26]=3)([OH:14])[C:10]([F:13])([F:11])[F:12])=[C:2]([Cl:1])[CH:3]=2)[CH:34]=[CH:33][C:32]=1[F:35])[CH3:38] |f:2.3.4|. Procedure: In analogy to Example 1, step 5, 6-[2-(3-chloro-4′-fluoro-3′-hydroxy-biphenyl-4-yl)-1-hydroxy-1-trifluoromethyl-propyl]-8-fluoro-4-methyl-4H-benzo[1,4]oxazin-3-one was reacted with ethylbromoacetate and cesium carbonate to give the title compound as a colorless foam. MS (m/e)=614.2 [M+H+]. Starting materials: Cl (HCl), C(C)(=O)Cl (acetyl chloride), C(C)(=O)OCC (ethyl acetate), C(C1=CC=CC=C1)OC(=O)N(CCC)C1CCN(CC1)C(=O)OC(C)(C)C (4-(N-(benzyloxycarbonyl)-N-(prop-1-yl)amino)-1-t-butoxycarbonylpiperidine). Solvent: CO (methanol), hexanes. Reaction conditions: time 10 minute. The product is Cl.C(C1=CC=CC=C1)OC(=O)N(CCC)C1CCNCC1 (4-(N-(Benzyloxycarbonyl)-N-(prop-1-yl)amino)piperidine hydrochloride salt). RXN SMILES: Cl.C([Cl:5])(=O)C.[CH2:6]([O:13][C:14]([N:16]([CH:20]1[CH2:25][CH2:24][N:23](C(OC(C)(C)C)=O)[CH2:22][CH2:21]1)[CH2:17][CH2:18][CH3:19])=[O:15])[C:7]1[CH:12]=[CH:11][CH:10]=[CH:9][CH:8]=1.C(OCC)(=O)C>CO>[ClH:5].[CH2:6]([O:13][C:14]([N:16]([CH:20]1[CH2:21][CH2:22][NH:23][CH2:24][CH2:25]1)[CH2:17][CH2:18][CH3:19])=[O:15])[C:7]1[CH:8]=[CH:9][CH:10]=[CH:11][CH:12]=1 |f:5.6|. Procedure details: To a solution of 2.4 mmol of HCl in 2 mL of methanol (prepared by the addition of 0.17 mL of acetyl chloride at 0° C. and stirring for 10 min) was added 90 mg of 4-(N-(benzyloxycarbonyl)-N-(prop-1-yl)amino)-1-t-butoxycarbonylpiperidine. The mixture was stirred at rt for 16 h at which time the reaction was complete by TLC (20% ethyl acetate in hexanes) and was evaporated to dryness in vacuo to afford 75 mg of the title compound as the hydrochloride salt.